Task: describe an organic reaction: reactants, conditions, products, and yield. Dataset: the Open Reaction Database (ORD), a public repository of structured organic reaction records Reactants: resultant mixture, [OH-].[NH4+] (ammonium hydroxide), O (water), 98, N(=O)N1CCN(CC1)C1C2=C(C(=CC3=C1C=CC=C3)C#N)C=CC=C2 (5-(4-nitroso-1-piperazinyl)-5H-dibenzo[a,d]cycloheptene-10-carbonitrile). The reagents and catalysts are [Zn] (zinc). Run in C(C)(=O)O (acetic acid). Run at time 1 hour. Product: NN1CCN(CC1)C1C2=C(C(=CC3=C1C=CC=C3)C#N)C=CC=C2 (5-(4-amino-1-piperazinyl)-5H-dibenzo[a,d]cycloheptene-10-carbonitrile). Reaction SMILES: O.[N:2]([N:4]1[CH2:9][CH2:8][N:7]([CH:10]2[C:16]3[CH:17]=[CH:18][CH:19]=[CH:20][C:15]=3[CH:14]=[C:13]([C:21]#[N:22])[C:12]3[CH:23]=[CH:24][CH:25]=[CH:26][C:11]2=3)[CH2:6][CH2:5]1)=O.[OH-].[NH4+]>[Zn].C(O)(=O)C>[NH2:2][N:4]1[CH2:5][CH2:6][N:7]([CH:10]2[C:16]3[CH:17]=[CH:18][CH:19]=[CH:20][C:15]=3[CH:14]=[C:13]([C:21]#[N:22])[C:12]3[CH:23]=[CH:24][CH:25]=[CH:26][C:11]2=3)[CH2:8][CH2:9]1 |f:2.3|. Reported procedure: Approximately 500 parts of water is slowly added to a solution of 98 parts of 5-(4-nitroso-1-piperazinyl)-5H-dibenzo[a,d]cycloheptene-10-carbonitrile in 1200 parts of glacial acetic acid. To the resultant mixture is added, at a rate such that the temperature does not exceed 35°, approximately 150 parts of zinc dust. When the addition is complete, the reaction mixture is stirred at 28°-30° for 1 hour, whereupon insoluble solids are filtered out and washed with 300 parts of 65% acetic acid. Washin... Reactants: CN(C(OC(C)(C)C)=O)[C@H](C(=O)N[C@@H]1C(NC2=C(N([C@H]1C)C(CS(=O)(=O)C)=O)C=CC=C2)=O)C (tert-butyl methyl((S)-1-((2S,3S)-2-methyl-1-(2-(methylsulfonyl)acetyl)-4-oxo-2,3,4,5-tetrahydro-1H-benzo[b][1,4]diazepin-3-ylamino)-1-oxopropan-2-yl)carbamate), Br.BrCC1=CC=NC2=CC=CC=C12 (4-(bromomethyl)quinoline hydrobromide), C([O-])([O-])=O.[Cs+].[Cs+] (cesium carbonate). Run in CN(C)C=O (DMF), CCOC(=O)C (EtOAc). Run at time 18 hour. Product: CN(C(OC(C)(C)C)=O)[C@H](C(=O)N[C@@H]1C(N(C2=C(N([C@H]1C)C(CS(=O)(=O)C)=O)C=CC=C2)CC2=CC=NC1=CC=CC=C21)=O)C (tert-butyl methyl((S)-1-((2S,3S)-2-methyl-1-(2-(methylsulfonyl)acetyl)-4-oxo-5-(quinolin-4-ylmethyl)-2,3,4,5-tetrahydro-1H-benzo[b][1,4]diazepin-3-ylamino)-1-oxopropan-2-yl)carbamate). Yield: 30.2%. As a reaction SMILES: [CH3:1][N:2]([C@@H:10]([CH3:34])[C:11]([NH:13][C@H:14]1[C@H:20]([CH3:21])[N:19]([C:22](=[O:28])[CH2:23][S:24]([CH3:27])(=[O:26])=[O:25])[C:18]2[CH:29]=[CH:30][CH:31]=[CH:32][C:17]=2[NH:16][C:15]1=[O:33])=[O:12])[C:3](=[O:9])[O:4][C:5]([CH3:8])([CH3:7])[CH3:6].Br.Br[CH2:37][C:38]1[C:47]2[C:42](=[CH:43][CH:44]=[CH:45][CH:46]=2)[N:41]=[CH:40][CH:39]=1.C(=O)([O-])[O-].[Cs+].[Cs+]>CN(C=O)C.CCOC(C)=O>[CH3:1][N:2]([C@@H:10]([CH3:34])[C:11]([NH:13][C@H:14]1[C@H:20]([CH3:21])[N:19]([C:22](=[O:28])[CH2:23][S:24]([CH3:27])(=[O:25])=[O:26])[C:18]2[CH:29]=[CH:30][CH:31]=[CH:32][C:17]=2[N:16]([CH2:37][C:38]2[C:47]3[C:42](=[CH:43][CH:44]=[CH:45][CH:46]=3)[N:41]=[CH:40][CH:39]=2)[C:15]1=[O:33])=[O:12])[C:3](=[O:9])[O:4][C:5]([CH3:6])([CH3:7])[CH3:8] |f:1.2,3.4.5|. Procedure details: To a rt solution of tert-butyl methyl((S)-1-((2S,3S)-2-methyl-1-(2-(methylsulfonyl)acetyl)-4-oxo-2,3,4,5-tetrahydro-1H-benzo[b][1,4]diazepin-3-ylamino)-1-oxopropan-2-yl)carbamate (147 mg, 296 μmol) in DMF (740 μl) was added 4-(bromomethyl)quinoline hydrobromide (135 mg, 444 μmol) and cesium carbonate (289 mg, 888 μmol). The reaction was stirred at rt for 18 h, then diluted with EtOAc, washed with H2O and sat. aq. NaCl, dried over Na2SO4, filtered, and concentrated. The crude material was purifie...